describe an organic reaction: reactants, conditions, products, and yield From a dataset of the Open Reaction Database (ORD), a public repository of structured organic reaction records. The reactants are CC(C)(C)OC(=O)N1CCC(n2ncc3c(Cl)nc(Cl)nc32)CC1, CS(=O)(=O)c1ccc(O)cc1, [Cl-], [H-], [NH4+], [Na+], C1CCOC1. Product: CC(C)(C)OC(=O)N1CCC(n2ncc3c(Oc4ccc(S(C)(=O)=O)cc4)nc(Cl)nc32)CC1. RXN SMILES: [C:14]([CH3:15])([CH3:16])([CH3:17])[O:18][C:19](=[O:20])[N:21]1[CH2:22][CH2:23][CH:24]([n:27]2[n:28][cH:29][c:30]3[c:31]2[n:32][c:33]([Cl:37])[n:34][c:35]3[Cl:36])[CH2:25][CH2:26]1.[CH3:1][S:2](=[O:3])(=[O:4])[c:5]1[cH:6][cH:7][c:8]([OH:11])[cH:9][cH:10]1.[Cl-:38].[H-:12].[NH4+:39].[Na+:13].[O:40]1[CH2:41][CH2:42][CH2:43][CH2:44]1>>[CH3:1][S:2](=[O:3])(=[O:4])[c:5]1[cH:6][cH:7][c:8]([O:11][c:35]2[c:30]3[cH:29][n:28][n:27]([CH:24]4[CH2:23][CH2:22][N:21]([C:19]([O:18][C:14]([CH3:15])([CH3:16])[CH3:17])=[O:20])[CH2:26][CH2:25]4)[c:31]3[n:32][c:33]([Cl:37])[n:34]2)[cH:9][cH:10]1.